From a dataset of the Open Reaction Database (ORD), a public repository of structured organic reaction records. describe an organic reaction: reactants, conditions, products, and yield The reactants are Brc1cccc(Br)n1, [Li]CCCC, O=Cc1ccc(Cl)cc1, Cl. Yields the product OC(c1ccc(Cl)cc1)c1cccc(Br)n1. Reaction SMILES: [Br:1][c:2]1[n:3][c:4]([Br:8])[cH:5][cH:6][cH:7]1.[CH2:19]([Li:20])[CH2:21][CH2:22][CH3:23].[Cl:9][c:10]1[cH:11][cH:12][c:13]([CH:14]=[O:15])[cH:16][cH:17]1.[ClH:18]>>[c:2]1([CH:14]([c:13]2[cH:12][cH:11][c:10]([Cl:9])[cH:17][cH:16]2)[OH:15])[n:3][c:4]([Br:8])[cH:5][cH:6][cH:7]1. Reactants: [N+](=[N-])=C (diazomethane), COC1=C2C=C3N(NC(C3=C2CC=C1)=O)CC(C)O ((RS)-1-(7-methoxy-1,4-dihydro-indeno[2,1-c]pyrazol-3-on-1-yl)-propan-2-ol). Solvent: C(C)OCC (diethyl ether), C(C)OCC (diethyl ether), CO (methanol). Reaction conditions: time 15 hour. The product is COC=1C=2C(N(N1)CC(C)O)=CC1=C(C=CCC12)OC ((RS)-1-(3,7-dimethoxy-1,4-dihydro-indeno[2,1-c]pyrazol-1-yl)-propan-2-ol). The yield is 80.9%. As a reaction SMILES: [N+](=[CH2:3])=[N-].[CH3:4][O:5][C:6]1[CH:17]=[CH:16][CH2:15][C:14]2[C:7]=1[CH:8]=[C:9]1[C:13]=2[C:12](=[O:18])[NH:11][N:10]1[CH2:19][CH:20]([OH:22])[CH3:21]>C(OCC)C.CO>[CH3:3][O:18][C:12]1[C:13]2[C:9](=[CH:8][C:7]3[C:14]=2[CH2:15][CH:16]=[CH:17][C:6]=3[O:5][CH3:4])[N:10]([CH2:19][CH:20]([OH:22])[CH3:21])[N:11]=1. Reported procedure: A solution of 0.79 g (18.8 mmol) of diazomethane in 56 ml of anhydrous diethyl ether was added while stirring to a solution of 2.44 g (9.37 mmol) of (RS)-1-(7-methoxy-1,4-dihydro-indeno[2,1-c]pyrazol-3-on-1-yl)-propan-2-ol in 80 ml of anhydrous diethyl ether and 50 ml of anhydrous methanol. The mixture was stirred at room temperature for a further 15 hours and subsequently concentrated in a vacuum. 2.08 g (81%) of (RS)-1-(3,7-dimethoxy-1,4-dihydro-indeno[2,1-c]pyrazol-1-yl)-propan-2-ol were obta... Reactants: CN(C)C1CCC(N)CC1, Cc1ccccc1, COc1cc2nc(Cl)c(-c3ccccn3)nc2cc1OC. The product is COc1cc2nc(NC3CCC(N(C)C)CC3)c(-c3ccccn3)nc2cc1OC. Reaction SMILES: [CH3:22][N:23]([CH:24]1[CH2:25][CH2:26][CH:27]([NH2:30])[CH2:28][CH2:29]1)[CH3:31].[CH3:32][c:33]1[cH:34][cH:35][cH:36][cH:37][cH:38]1.[Cl:1][c:2]1[n:3][c:4]2[cH:5][c:6]([O:20][CH3:21])[c:7]([O:18][CH3:19])[cH:8][c:9]2[n:10][c:11]1-[c:12]1[n:13][cH:14][cH:15][cH:16][cH:17]1>>[c:2]1([NH:30][CH:27]2[CH2:26][CH2:25][CH:24]([N:23]([CH3:22])[CH3:31])[CH2:29][CH2:28]2)[n:3][c:4]2[cH:5][c:6]([O:20][CH3:21])[c:7]([O:18][CH3:19])[cH:8][c:9]2[n:10][c:11]1-[c:12]1[n:13][cH:14][cH:15][cH:16][cH:17]1. Reactants: [H-].[Na+] (sodium hydride), OCC1=NC=CC=C1 (2-hydroxymethylpyridine), C(C)(=O)OCCCl (chloroethyl acetate), solution, OP(=O)(O)[O-].[Na+] (sodium acid phosphate). As a reaction SMILES: [H-].[Na+].[OH:3][CH2:4][C:5]1[CH:10]=[CH:9][CH:8]=[CH:7][N:6]=1.[C:11]([O:14][CH2:15][CH2:16]Cl)(=[O:13])[CH3:12].OP([O-])(O)=O.[Na+]>CN(C=O)C>[N:6]1[CH:7]=[CH:8][CH:9]=[CH:10][C:5]=1[CH2:4][O:3][CH2:12][C:11]([O:14][CH2:15][CH3:16])=[O:13] |f:0.1,4.5|. The product is N1=C(C=CC=C1)COCC(=O)OCC (Ethyl 2-[(2-Pyridinyl)methoxy]-acetate). Solvent: CN(C)C=O (DMF). Procedure: 0.530 g of sodium hydride is added over 20 minutes at 0° C. to a solution of 1 g of 2-hydroxymethylpyridine and DMF. 1.6 ml of chloroethyl acetate is added at 0° C. 2 ml of a solution of sodium acid phosphate is poured in, then the reaction medium is concentrated under reduced pressure. The product obtained is chromatographed on silica eluting with a methylene chloride methanol mixture 90-10. 4.5 g of product is obtained which is chromatographed on silica eluting with a methylene chloride, metha... Reactants: ClC1=NC=NC2=CC=C(C=C12)C (4-Chloro-6-methylquinazoline), C1CC(=O)N(C1=O)Br (NBS), C(C1=CC=CC=C1)(=O)OOC(C1=CC=CC=C1)=O (benzoyl peroxide). The solvent is C(Cl)(Cl)(Cl)Cl (carbon tetrachloride). Reaction conditions: temperature 80 celsius. Product: BrCC=1C=C2C(=NC=NC2=CC1)Cl (6-Bromomethyl-4-chloro-quinazoline). Isolated yield 47.5%. As a reaction SMILES: [Cl:1][C:2]1[C:11]2[C:6](=[CH:7][CH:8]=[C:9]([CH3:12])[CH:10]=2)[N:5]=[CH:4][N:3]=1.C1C(=O)N([Br:20])C(=O)C1.C(OOC(=O)C1C=CC=CC=1)(=O)C1C=CC=CC=1>C(Cl)(Cl)(Cl)Cl>[Br:20][CH2:12][C:9]1[CH:10]=[C:11]2[C:6](=[CH:7][CH:8]=1)[N:5]=[CH:4][N:3]=[C:2]2[Cl:1]. Reported procedure: A flask containing 4-Chloro-6-methylquinazoline (0.91 g, 5.09 mmol), NBS (0.95 g, 5.35 mmol), benzoyl peroxide 70% (0.09 g, 0.2545 mmol) and carbon tetrachloride (25 mL) is refluxed at 80° C. for 20 h. The solution is cooled to RT, filtered and concentrated. Purification by flash chromatography (7.5% EtOAc/hexanes) yields the title compound as a white solid (0.62 g, 2.42 mmol). 1H NMR (CDCl3, 300 MHz) 9.06(s, 1H), 8.25(s, 1H), 8.07(d, 1H), 8.00(d, 1H), 4.67(s, 2H). Starting materials: ClC1=NC=CC(=C1)C1=NC(=CC(=N1)C)C=1C=NC(=CC1)C(F)(F)F (2-(2-chloro-pyridin-4-yl)-4-methyl-6-(6-trifluoromethyl-pyridin-3-yl)-pyrimidine), C(C)(C)(C)NS(=O)(=O)C=1C=C(C=CC1)B(O)O (3-(tert.-butylsulfamoyl)-phenylboronic acid). The product is C(C)(C)(C)NS(=O)(=O)C1=CC(=CC=C1)C1=NC=CC(=C1)C1=NC(=CC(=N1)C)C=1C=NC(=CC1)C(F)(F)F (3-{4-[4-Methyl-6-(6-trifluoromethyl-pyridin-3-yl)-pyrimidin-2-yl]-pyridin-2-yl}-benzenesulfonic acid tert-butylamide), solid. Reaction SMILES: Cl[C:2]1[CH:7]=[C:6]([C:8]2[N:13]=[C:12]([CH3:14])[CH:11]=[C:10]([C:15]3[CH:16]=[N:17][C:18]([C:21]([F:24])([F:23])[F:22])=[CH:19][CH:20]=3)[N:9]=2)[CH:5]=[CH:4][N:3]=1.[C:25]([NH:29][S:30]([C:33]1[CH:34]=[C:35](B(O)O)[CH:36]=[CH:37][CH:38]=1)(=[O:32])=[O:31])([CH3:28])([CH3:27])[CH3:26]>>[C:25]([NH:29][S:30]([C:33]1[CH:34]=[CH:35][CH:36]=[C:37]([C:2]2[CH:7]=[C:6]([C:8]3[N:13]=[C:12]([CH3:14])[CH:11]=[C:10]([C:15]4[CH:16]=[N:17][C:18]([C:21]([F:24])([F:23])[F:22])=[CH:19][CH:20]=4)[N:9]=3)[CH:5]=[CH:4][N:3]=2)[CH:38]=1)(=[O:32])=[O:31])([CH3:28])([CH3:26])[CH3:27]. Reported procedure: 3-{4-[4-Methyl-6-(6-trifluoromethyl-pyridin-3-yl)-pyrimidin-2-yl]-pyridin-2-yl}-benzenesulfonic acid tert-butylamide was prepared from 2-(2-chloro-pyridin-4-yl)-4-methyl-6-(6-trifluoromethyl-pyridin-3-yl)-pyrimidine (example B.10) (0.175 g, 0.5 mmol) and commercially available 3-(tert.-butylsulfamoyl)-phenylboronic acid (0.15 g, 0.6 mmol) according to the general procedure III. Obtained as off-white solid (0.08 g), which was subsequently deprotected. Reactants: O=Cc1cc(Br)cn1-c1ccncc1Cl, CC(C)=O, [K+], O=[Mn](=O)(=O)[O-], [Na+], [OH-], O. Yields the product O=C(O)c1cc(Br)cn1-c1ccncc1Cl. Reaction SMILES: [Br:7][c:8]1[cH:9][c:10]([CH:20]=[O:21])[n:11](-[c:13]2[c:14]([Cl:19])[cH:15][n:16][cH:17][cH:18]2)[cH:12]1.[CH3:22][C:23]([CH3:24])=[O:25].[K+:6].[Mn:1]([O-:2])(=[O:3])(=[O:4])=[O:5].[Na+:27].[OH-:26].[OH2:28]>>[Br:7][c:8]1[cH:9][c:10]([C:20](=[O:21])[OH:25])[n:11](-[c:13]2[c:14]([Cl:19])[cH:15][n:16][cH:17][cH:18]2)[cH:12]1. Starting materials: [H-].[Na+] (sodium hydride), C[Si](CCOCCl)(C)C (2-(trimethylsilyl)ethoxymethyl chloride), [Cl-].[NH4+] (ammonium chloride), BrC=1C=C2C=CNC2=CC1 (5-bromoindole). Solvent: O1CCCC1 (tetrahydrofuran), CCOCC (ether). Run at time 30 minute. The product is hexanes ethyl acetate, BrC=1C=C2C=CN(C2=CC1)COCC[Si](C)(C)C (5-bromo-1-({[2-(trimethylsilyl)ethyl]oxy}methyl)-1H-indole). Isolated yield 66.1%. As a reaction SMILES: [H-].[Na+].[Br:3][C:4]1[CH:5]=[C:6]2[C:10](=[CH:11][CH:12]=1)[NH:9][CH:8]=[CH:7]2.[CH3:13][Si:14]([CH3:21])([CH3:20])[CH2:15][CH2:16][O:17][CH2:18]Cl.[Cl-].[NH4+]>O1CCCC1.CCOCC>[Br:3][C:4]1[CH:5]=[C:6]2[C:10](=[CH:11][CH:12]=1)[N:9]([CH2:18][O:17][CH2:16][CH2:15][Si:14]([CH3:21])([CH3:20])[CH3:13])[CH:8]=[CH:7]2 |f:0.1,4.5|. Procedure details: To a suspension of sodium hydride (0.27 g, 6.6 mmol) in tetrahydrofuran (10 mL) at 0° C. was added 5-bromoindole (1.0 g, 5.1 mmol). The reaction was stirred for 30 min at room temperature, then cooled to 0° C. and 2-(trimethylsilyl)ethoxymethyl chloride (1.0 mL, 5.6 mmol) was added. The solution was stirred for 2 h at room temperature. The reaction mixture was poured into saturated aqueous ammonium chloride solution and diluted with ether. The layers were separated and the aqueous layer was extr...